This data is from the Open Reaction Database (ORD), a public repository of structured organic reaction records. The task is: describe an organic reaction: reactants, conditions, products, and yield Starting materials: BrCc1cccc(Br)c1, O=C([O-])[O-], CC(C)O, [K+], [K+], O=C1NCCN1. Yields the product O=C1NCCN1Cc1cccc(Br)c1. As a reaction SMILES: [Br:1][c:2]1[cH:3][c:4]([CH2:5][Br:6])[cH:7][cH:8][cH:9]1.[C:16](=[O:17])([O-:18])[O-:19].[CH3:22][CH:23]([OH:24])[CH3:25].[K+:20].[K+:21].[NH:10]1[C:11](=[O:15])[NH:12][CH2:13][CH2:14]1>>[Br:1][c:2]1[cH:3][c:4]([CH2:5][N:10]2[C:11](=[O:15])[NH:12][CH2:13][CH2:14]2)[cH:7][cH:8][cH:9]1. Reactants: C(C1=CC=2OCOC2C=C1)(=O)O (piperonylic acid), NC(CO)CC(C)C (2-amino-4-methyl-pentan-1-ol). Product: OCC(CC(C)C)NC(=O)C1=CC2=C(OCO2)C=C1 (N-(1-hydroxy-4-methylpentan-2-yl)benzo[d][1,3]dioxole-5-carboxamide). RXN SMILES: [C:1]([OH:12])(=O)[C:2]1[CH:10]=[CH:9][C:8]2[O:7][CH2:6][O:5][C:4]=2[CH:3]=1.[NH2:13][CH:14]([CH2:17][CH:18]([CH3:20])[CH3:19])[CH2:15][OH:16]>>[OH:16][CH2:15][CH:14]([NH:13][C:1]([C:2]1[CH:10]=[CH:9][C:8]2[O:7][CH2:6][O:5][C:4]=2[CH:3]=1)=[O:12])[CH2:17][CH:18]([CH3:20])[CH3:19]. Reported procedure: N-(1-hydroxy-4-methylpentan-2-yl)benzo[d][1,3]dioxole-5-carboxamide was prepared in a similar manner to example 4 from piperonylic acid and 2-amino-4-methyl-pentan-1-ol. The reactants are B, C1CCOC1, Cc1cccc(C(=O)C2CCCN(C(=O)OC(C)(C)C)C2)c1, Cc1ccccc1, CO, CCOC(C)=O. Yields the product Cc1cccc(C(O)C2CCCN(C(=O)OC(C)(C)C)C2)c1. RXN SMILES: [BH3:30].[CH2:33]1[O:34][CH2:35][CH2:36][CH2:37]1.[CH3:1][c:2]1[cH:3][c:4]([C:5](=[O:6])[CH:7]2[CH2:8][N:9]([C:13](=[O:14])[O:15][C:16]([CH3:17])([CH3:18])[CH3:19])[CH2:10][CH2:11][CH2:12]2)[cH:20][cH:21][cH:22]1.[CH3:23][c:24]1[cH:25][cH:26][cH:27][cH:28][cH:29]1.[CH3:31][OH:32].[CH3:38][CH2:39][O:40][C:41](=[O:42])[CH3:43]>>[CH3:1][c:2]1[cH:3][c:4]([CH:5]([OH:6])[CH:7]2[CH2:8][N:9]([C:13](=[O:14])[O:15][C:16]([CH3:17])([CH3:18])[CH3:19])[CH2:10][CH2:11][CH2:12]2)[cH:20][cH:21][cH:22]1. The reactants are CI (methyl iodide), C(C)(=O)C(C(=O)OC)CC=C(C)C (methyl 2-acetyl-5-methyl-4-hexenoate), N1CCOCC1 (morpholine), CC(=CCCC#CC(=O)OC)C (methyl 7-methyloct-6-en-2-ynoate). The product is C/C(=C/C(=O)OC)/CCC=C(C)C (methyl (Z)-3,7-dimethylocta-2,6-dienoate). Reaction SMILES: CI.N1CCOC[CH2:4]1.[CH3:9][C:10]([CH3:20])=[CH:11][CH2:12][CH2:13][C:14]#[C:15][C:16]([O:18][CH3:19])=[O:17].C(C(CC=C(C)C)C(OC)=O)(=O)C>>[CH3:4]/[C:14](/[CH2:13][CH2:12][CH:11]=[C:10]([CH3:20])[CH3:9])=[CH:15]/[C:16]([O:18][CH3:19])=[O:17]. Reported procedure: The overall process can be illustrated by the manufacture of nerol, ((Z)-3,7-dimethylocta-2,6-dien-1-ol), which begins with the treatment of 2-butynoic acid with lithium 2,2,6,6-tetramethylpiperidide, followed by alkylation with 1-bromo-3-methyl-2-butene to yield 7-methyloct-6-en-2-ynoic acid as the major product. 2-Ethenylidene-5-methyl-4-hexenoic acid is produced as a minor product in the course of the alkylation. The acids are esterified conveniently with methyl iodide, and treated with morph... Procedure details: To a 200 mL flask equipped with reflux condenser, thermometer, and stirring bar was added 3-nitro-4-acetylamino-1-methoxybenzene (22 g., 0.11 mole), 34.4 mL of 10% aqueous alcoholic sodium hydroxide. The stirring mixture produced the precipitation of red solid over 3 hours. The precipitate was filtered and washed with ice water and recrystallized from MeOH to give 3-nitro-4-amino-anisole (16.8 g., 95% yield, m.p. 123°-124° C.). Spectral characterizations of these materials were identical with li... Yield: 90.8%. Yields the product [N+](=O)([O-])C=1C=C(C=CC1N)OC (3-nitro-4-amino-anisole). Reactants: [N+](=O)([O-])C=1C=C(C=CC1NC(C)=O)OC (3-nitro-4-acetylamino-1-methoxybenzene), [OH-].[Na+] (sodium hydroxide). RXN SMILES: [N+:1]([C:4]1[CH:5]=[C:6]([O:14][CH3:15])[CH:7]=[CH:8][C:9]=1[NH:10]C(=O)C)([O-:3])=[O:2].[OH-].[Na+]>>[N+:1]([C:4]1[CH:5]=[C:6]([O:14][CH3:15])[CH:7]=[CH:8][C:9]=1[NH2:10])([O-:3])=[O:2] |f:1.2|. The reactants are C(#N)C=1C(C2=C(NC1)SC(=C2)CCCC(=O)OC)=O (methyl 4-(5-cyano-4-oxo-4,7-dihydrothieno[2,3-b]pyridin-2-yl)butanoate), P(=O)(Cl)(Cl)Cl (phosphorous oxychloride). Reagents/catalysts: CN(C=O)C (N,N-dimethylformamide). The product is COC(CCCC1=CC=2C(=NC=C(C2Cl)C#N)S1)=O (4-(4-chloro-5-cyano-thieno[2,3-b]pyridin-2-yl)-butyric acid methyl ester). As a reaction SMILES: [C:1]([C:3]1[C:4](=O)[C:5]2[CH:11]=[C:10]([CH2:12][CH2:13][CH2:14][C:15]([O:17][CH3:18])=[O:16])[S:9][C:6]=2[NH:7][CH:8]=1)#[N:2].P(Cl)(Cl)([Cl:22])=O>CN(C)C=O>[CH3:18][O:17][C:15](=[O:16])[CH2:14][CH2:13][CH2:12][C:10]1[S:9][C:6]2=[N:7][CH:8]=[C:3]([C:1]#[N:2])[C:4]([Cl:22])=[C:5]2[CH:11]=1. Procedure details: A mixture of methyl 4-(5-cyano-4-oxo-4,7-dihydrothieno[2,3-b]pyridin-2-yl)butanoate (136 mg) and 2 drops of N,N-dimethylformamide in 5 mL of phosphorous oxychloride is heated at reflux for 10 minutes and concentrated. To the residue is added dichloromethane and the solution is washed with 1% aqueous sodium bicarbonate solution. The organic layer is dried and concentrated. The residue is purified by flash column chromatography eluting with dichloromethane to provide 126 mg of 4-(4-chloro-5-cyano-... The reactants are CCO, CSc1ncnc2cc([N+](=O)[O-])ccc12, CC(=O)O, [Fe], N, O. Yields the product CSc1ncnc2cc(N)ccc12. RXN SMILES: [CH3:17][CH2:18][OH:19].[CH3:1][S:2][c:3]1[n:4][cH:5][n:6][c:7]2[cH:8][c:9]([N+:13]([O-:14])=[O:15])[cH:10][cH:11][c:12]12.[CH3:21][C:22](=[O:23])[OH:24].[Fe:25].[NH3:16].[OH2:20]>>[CH3:1][S:2][c:3]1[n:4][cH:5][n:6][c:7]2[cH:8][c:9]([NH2:13])[cH:10][cH:11][c:12]12. Product: CC(C)(C)C(=O)Nc1ccncc1C=O. RXN SMILES: [C:26]([O-:27])(=[O:28])[O-:29].[CH2:20]([Li:21])[CH2:22][CH2:23][CH3:24].[CH3:14][CH2:15][CH2:16][CH2:17][CH2:18][CH3:19].[CH3:1][C:2]([C:3](=[O:4])[NH:5][c:6]1[cH:7][cH:8][n:9][cH:10][cH:11]1)([CH3:12])[CH3:13].[CH3:37][N:38]([CH3:39])[CH:40]=[O:41].[ClH:25].[K+:30].[K+:31].[O:32]1[CH2:33][CH2:34][CH2:35][CH2:36]1>>[CH3:1][C:2]([C:3](=[O:4])[NH:5][c:6]1[c:7]([CH:26]=[O:27])[cH:8][n:9][cH:10][cH:11]1)([CH3:12])[CH3:13]. The reactants are O=C([O-])[O-], [Li]CCCC, CCCCCC, CC(C)(C)C(=O)Nc1ccncc1, CN(C)C=O, Cl, [K+], [K+], C1CCOC1. The reactants are COC1=C(C=CC2=C1CCC(CC2)N2CCOCC2)N (1-methoxy-7-morpholin-4-yl-6,7,8,9-tetrahydro-5H-benzocyclohepten-2-ylamine), ClC1=NC=C(C(=N1)N[C@H]1[C@H]([C@@H]2C=C[C@H]1C2)C(=O)N)Cl ((1S,2S,3R,4R)-3-(2,5-dichloro-pyrimidin-4-ylamino)-bicyclo[2.2.1]hept-5-ene-2-carboxylic acid amide). Yields the product ClC=1C(=NC(=NC1)NC=1C=CC2=C(CC[C@@H](CC2)N2CCOCC2)C1OC)N[C@H]1[C@H]([C@@H]2C=C[C@H]1C2)C(=O)N ((1S,2S,3R,4R)-3-[5-Chloro-2-((R)-1-methoxy-7-morpholin-4-yl-6,7,8,9-tetrahydro-5H-benzocyclohepten-2-ylamino)-pyrimidin-4-ylamino]-bicyclo[2.2.1]hept-5-ene-2-carboxylic acid amide), solid. Yield: 33.0%. As a reaction SMILES: [CH3:1][O:2][C:3]1[C:8]2[CH2:9][CH2:10][CH:11]([N:14]3[CH2:19][CH2:18][O:17][CH2:16][CH2:15]3)[CH2:12][CH2:13][C:7]=2[CH:6]=[CH:5][C:4]=1[NH2:20].Cl[C:22]1[N:27]=[C:26]([NH:28][C@@H:29]2[C@@H:34]3[CH2:35][C@@H:31]([CH:32]=[CH:33]3)[C@@H:30]2[C:36]([NH2:38])=[O:37])[C:25]([Cl:39])=[CH:24][N:23]=1>>[Cl:39][C:25]1[C:26]([NH:28][C@@H:29]2[C@@H:34]3[CH2:35][C@@H:31]([CH:32]=[CH:33]3)[C@@H:30]2[C:36]([NH2:38])=[O:37])=[N:27][C:22]([NH:20][C:4]2[CH:5]=[CH:6][C:7]3[CH2:13][CH2:12][C@@H:11]([N:14]4[CH2:19][CH2:18][O:17][CH2:16][CH2:15]4)[CH2:10][CH2:9][C:8]=3[C:3]=2[O:2][CH3:1])=[N:23][CH:24]=1. Procedure details: The title compound was prepared from 1-methoxy-7-morpholin-4-yl-6,7,8,9-tetrahydro-5H-benzocyclohepten-2-ylamine and (1S,2S,3R,4R)-3-(2,5-dichloro-pyrimidin-4-ylamino)-bicyclo[2.2.1]hept-5-ene-2-carboxylic acid amide in an analogous manner to Example 179. Product was isolated as tan solid (36 mg, 33%). LCMS (m/e) 539 (M+H), 1H NMR (CDCl3, 400 MHz) δ 8.02 (d, 1H, J=8.3 Hz), 7.81 (s, 1H), 6.88 (d, 1H, J=8.3 Hz), 6.31 (m, 1H), 6.25 (m, 1H), 5.85 (s, 1H), 5.55 (s, 1H), 4.19 (t, 1H, J=7.3 Hz), 3.01 (... Reactants: BrC=1C=C(C=CC1OC)CNC(=O)C1=NC(=CC=C1)C(=O)NCC=1C(=C2C(=NC1CC)N(N=C2)CC)NC2CCOCC2 (N-{[3-bromo-4-(methyloxy)phenyl]methyl}-N′-{[1,6-diethyl-4-(tetrahydro-2H-pyran-4-ylamino)-1H-pyrazolo[3,4-b]pyridin-5-yl]methyl}-2,6-pyridinedicarboxamide), CN1CCC(CC1)CC1=CC(=CC=C1)B1OC(C(O1)(C)C)(C)C (1-methyl-4-{[3-(4,4,5,5-tetramethyl-1,3,2-dioxaborolan-2-yl)phenyl]methyl}piperidine), C(=O)([O-])[O-].[Na+].[Na+] (Na2CO3). Reagents/catalysts: C1=CC=C(C=C1)P([C-]2C=CC=C2)C3=CC=CC=C3.C1=CC=C(C=C1)P([C-]2C=CC=C2)C3=CC=CC=C3.Cl[Pd]Cl.[Fe+2] (PdCl2(dppf)). Solvent: O1CCOCC1 (1,4-dioxane), O (water). Run at temperature 100 celsius. Yields the product C(C)N1N=CC=2C1=NC(=C(C2NC2CCOCC2)CNC(=O)C2=NC(=CC=C2)C(=O)NCC=2C=C(C(=CC2)OC)C2=CC(=CC=C2)CC2CCN(CC2)C)CC (N-{[1,6-diethyl-4-(tetrahydro-2H-pyran-4-ylamino)-1H-pyrazolo[3,4-b]pyridin-5-yl]methyl}-N′-({6-(methyloxy)-3′-[(1-methyl-4-piperidinyl)methyl]-3-biphenylyl}methyl)-2,6-pyridinedicarboxamide). The yield is 12.8%. As a reaction SMILES: Br[C:2]1[CH:3]=[C:4]([CH2:10][NH:11][C:12]([C:14]2[CH:19]=[CH:18][CH:17]=[C:16]([C:20]([NH:22][CH2:23][C:24]3[C:25]([NH:37][CH:38]4[CH2:43][CH2:42][O:41][CH2:40][CH2:39]4)=[C:26]4[CH:34]=[N:33][N:32]([CH2:35][CH3:36])[C:27]4=[N:28][C:29]=3[CH2:30][CH3:31])=[O:21])[N:15]=2)=[O:13])[CH:5]=[CH:6][C:7]=1[O:8][CH3:9].[CH3:44][N:45]1[CH2:50][CH2:49][CH:48]([CH2:51][C:52]2[CH:57]=[CH:56][CH:55]=[C:54](B3OC(C)(C)C(C)(C)O3)[CH:53]=2)[CH2:47][CH2:46]1.C([O-])([O-])=O.[Na+].[Na+]>O1CCOCC1.O.C1C=CC(P(C2C=CC=CC=2)[C-]2C=CC=C2)=CC=1.C1C=CC(P(C2C=CC=CC=2)[C-]2C=CC=C2)=CC=1.Cl[Pd]Cl.[Fe+2]>[CH2:35]([N:32]1[C:27]2=[N:28][C:29]([CH2:30][CH3:31])=[C:24]([CH2:23][NH:22][C:20]([C:16]3[CH:17]=[CH:18][CH:19]=[C:14]([C:12]([NH:11][CH2:10][C:4]4[CH:3]=[C:2]([C:56]5[CH:55]=[CH:54][CH:53]=[C:52]([CH2:51][CH:48]6[CH2:49][CH2:50][N:45]([CH3:44])[CH2:46][CH2:47]6)[CH:57]=5)[C:7]([O:8][CH3:9])=[CH:6][CH:5]=4)=[O:13])[N:15]=3)=[O:21])[C:25]([NH:37][CH:38]3[CH2:43][CH2:42][O:41][CH2:40][CH2:39]3)=[C:26]2[CH:34]=[N:33]1)[CH3:36] |f:2.3.4,7.8.9.10|. Reported procedure: A mixture of N-{[3-bromo-4-(methyloxy)phenyl]methyl}-N′-{[1,6-diethyl-4-(tetrahydro-2H-pyran-4-ylamino)-1H-pyrazolo[3,4-b]pyridin-5-yl]methyl}-2,6-pyridinedicarboxamide (50 mg, 0.077 mmol), 1-methyl-4-{[3-(4,4,5,5-tetramethyl-1,3,2-dioxaborolan-2-yl)phenyl]methyl}piperidine (30.8 mg, 0.077 mmol), Na2CO3 (24.44 mg, 0.231 mmol) and PdCl2(dppf) (5.62 mg, 7.69 μmol) was diluted in a mixture of 1,4-dioxane (3 mL) and water (1 mL) in a 2-5 mL Biotage microwave reaction tube. The mixture was degassed b...